describe an organic reaction: reactants, conditions, products, and yield From a dataset of the Open Reaction Database (ORD), a public repository of structured organic reaction records. Starting materials: COc1ccccc1COS(C)(=O)=O, O=Cc1c[nH]c2ccccc12. The product is COc1ccccc1Cn1cc(C=O)c2ccccc21. As a reaction SMILES: [CH3:12][S:13]([O:14][CH2:17][c:18]1[c:19]([O:24][CH3:25])[cH:20][cH:21][cH:22][cH:23]1)(=[O:15])=[O:16].[nH:1]1[cH:2][c:3]([CH:10]=[O:11])[c:4]2[cH:5][cH:6][cH:7][cH:8][c:9]12>>[n:1]1([CH2:17][c:18]2[c:19]([O:24][CH3:25])[cH:20][cH:21][cH:22][cH:23]2)[cH:2][c:3]([CH:10]=[O:11])[c:4]2[cH:5][cH:6][cH:7][cH:8][c:9]12.